describe an organic reaction: reactants, conditions, products, and yield From a dataset of the Open Reaction Database (ORD), a public repository of structured organic reaction records. The product is FC(COC=1C(=C(C(=O)O)C=C(C1F)F)F)(F)F (3-trifluoroethoxy-2,4,5-trifluorobenzoic acid). Run in O (water). Reaction SMILES: O.[OH-].[Li+].[CH2:4]([OH:9])[C:5]([F:8])([F:7])[F:6].[F:10][C:11]1[C:12](F)=[C:13]([F:23])[C:14]([F:22])=[C:15]2C(=O)[O:19][C:17](=[O:18])[C:16]=12>O>[F:6][C:5]([F:8])([F:7])[CH2:4][O:9][C:12]1[C:11]([F:10])=[C:16]([CH:15]=[C:14]([F:22])[C:13]=1[F:23])[C:17]([OH:19])=[O:18] |f:0.1.2|. Reported procedure: An initial charge comprising a mixture of 7.6 g of water, 2.1 g of lithium hydroxide hydrate, 10 g of trifluoroethanol and 2.2 g (10 mmol) of tetrafluorophthalic anhydride is heated at 70° C. for 96 hours, after which the content of tetrafluorophthalic anhydride has fallen to below 1% (GC). The procedure described in Example 3 is then followed to give 1.4 g (5.1 mmol, corresponding to 51%) of 3-trifluoroethoxy-2,4,5-trifluorobenzoic acid. The reactants are O.[OH-].[Li+] (lithium hydroxide hydrate), C(C(F)(F)F)O (trifluoroethanol), FC=1C(=C(C(=C2C1C(=O)OC2=O)F)F)F (tetrafluorophthalic anhydride), FC=1C(=C(C(=C2C1C(=O)OC2=O)F)F)F (tetrafluorophthalic anhydride). The yield is 51.0%. Run at temperature 70 celsius. Reactants: C(CCC)[Li] (n-butyllithium), resultant suspension, C(CCC)[Mg]Cl (n-Butylmagnesium chloride), BrC1=NC(=CC=C1)Br (2,6-dibromopyridine), Cl[Si](C)(C)C (chlorotrimethylsilane). Solvent: CCCCCC (hexane), O1CCCC1 (tetrahydrofuran), C1(=CC=CC=C1)C (toluene), C(C)(=O)O (acetic acid). Run at temperature 0 celsius, time 15 minute. Product: BrC1=CC=CC(=N1)[Si](C)(C)C ((6-bromopyridin-2-yl)trimethylsilane). The yield is 38.3%. RXN SMILES: C([Mg]Cl)CCC.C([Li])CCC.[Br:12][C:13]1[CH:18]=[CH:17][CH:16]=[C:15](Br)[N:14]=1.Cl[Si:21]([CH3:24])([CH3:23])[CH3:22]>O1CCCC1.CCCCCC.C1(C)C=CC=CC=1.C(O)(=O)C>[Br:12][C:13]1[N:14]=[C:15]([Si:21]([CH3:24])([CH3:23])[CH3:22])[CH:16]=[CH:17][CH:18]=1. Procedure: n-Butylmagnesium chloride (4.00 mmol) in 2.00M tetrahydrofuran solution (2.00 mL) was added to ice-cooled n-butyllithium (8.06 mmol) in 1.55M hexane (5.20 mL). The mixture was stirred at 0° C. for 15 minutes, and 2,6-dibromopyridine (2.37 g, 10.0 mmol) in toluene (25 mL) was added thereto below 10° C. over a period of 10 minutes or more. The resultant suspension was stirred at 0° C. for one hour, and chlorotrimethylsilane (13 mmol, 1.65 mL)) was added thereto. After the mixture was stirred at 0°... Reactants: COC(=O)c1ccc(CBr)cc1, CCOC(C)=O, N#Cc1c[nH]nc1N, CN(C)C=O. The product is COC(=O)c1ccc(Cn2cc(C#N)c(N)n2)cc1. Reaction SMILES: [CH3:14][O:15][C:16]([c:17]1[cH:18][cH:19][c:20]([CH2:23][Br:24])[cH:21][cH:22]1)=[O:25].[CH3:26][CH2:27][O:28][C:29]([CH3:30])=[O:31].[NH2:1][c:2]1[n:3][nH:4][cH:5][c:6]1[C:7]#[N:8].[O:9]=[CH:10][N:11]([CH3:12])[CH3:13]>>[NH2:1][c:2]1[n:3][n:4]([CH2:23][c:20]2[cH:19][cH:18][c:17]([C:16]([O:15][CH3:14])=[O:25])[cH:22][cH:21]2)[cH:5][c:6]1[C:7]#[N:8]. Starting materials: O1C[C@H]1COCC1=CC=CC=C1 ((2S)-1,2-Epoxy-3-benzyloxypropane), 1-chloro-2-hydroxy-3-N-mesylisopropylaminopropane, C(C1=CC=CC=C1)OC1=CC=C(C=C1)O (p-benzyloxyphenol), [OH-].[Na+] (NaOH), mixture, [OH-].[Na+] (NaOH), O (H2O). The solvent is CS(=O)C (DMSO). Yields the product C(C1=CC=CC=C1)OC1=C(C=CC=C1)O (benzyloxyphenol). RXN SMILES: [O:1]1[C@H:3]([CH2:4][O:5][CH2:6][C:7]2[CH:12]=[CH:11][CH:10]=[CH:9][CH:8]=2)[CH2:2]1.[CH2:13](OC1C=CC(O)=CC=1)[C:14]1C=CC=C[CH:15]=1.[OH-].[Na+].O>CS(C)=O>[CH2:6]([O:5][C:4]1[CH:15]=[CH:14][CH:13]=[CH:2][C:3]=1[OH:1])[C:7]1[CH:12]=[CH:11][CH:10]=[CH:9][CH:8]=1 |f:2.3|. Reported procedure: A solution of 8.3 g (36.1 mmol) of (2S):1-chloro-2-hydroxy-3-N-mesylisopropylaminopropane and 8.69 g (43.4 mmol) of p-benzyloxyphenol in 75 ml DMSO was treated with 10.86 ml 4 N NaOH (43.4 mmol) and the mixture was heated at 100° for 5 hours. To the cooled reaction mixture 40 ml 1 N NaOH and 60 ml H2O were added with stirring and the resulting solid was collected by filtration and was washed well with H2O. The dried crude product was recrystallized from EtOAc-hexane to yield the end product as w...